This data is from the Open Reaction Database (ORD), a public repository of structured organic reaction records. The task is: describe an organic reaction: reactants, conditions, products, and yield Reactants: CC1=NC2=C(N1)C=C(C=C2)C=2C=CC1=C(CN(CCO1)C(=O)N1C(CCCC1)C1=CC=CC=C1)C2 (racemic 7-(2-methyl-1H-benzimidazol-6-yl)-4-[(2-phenylpiperidin-1-yl)carbonyl]-2,3,4,5-tetrahydro-1,4-benzoxazepine). Solvent: C(C)O.CO (ethanol methanol), C(C)O.CO (ethanol methanol). The product is CC1=NC2=C(N1)C=C(C=C2)C=2C=CC1=C(CN(CCO1)C(=O)N1[C@@H](CCCC1)C1=CC=CC=C1)C2 (7-(2-methyl-1H-benzimidazol-6-yl)-4-{[(2S)-2-phenylpiperidin-1-yl]carbonyl}-2,3,4,5-tetrahydro-1,4-benzoxazepine). RXN SMILES: [CH3:1][C:2]1[NH:6][C:5]2[CH:7]=[C:8]([C:11]3[CH:12]=[CH:13][C:14]4[O:20][CH2:19][CH2:18][N:17]([C:21]([N:23]5[CH2:28][CH2:27][CH2:26][CH2:25][CH:24]5[C:29]5[CH:34]=[CH:33][CH:32]=[CH:31][CH:30]=5)=[O:22])[CH2:16][C:15]=4[CH:35]=3)[CH:9]=[CH:10][C:4]=2[N:3]=1>C(O)C.CO>[CH3:1][C:2]1[NH:6][C:5]2[CH:7]=[C:8]([C:11]3[CH:12]=[CH:13][C:14]4[O:20][CH2:19][CH2:18][N:17]([C:21]([N:23]5[CH2:28][CH2:27][CH2:26][CH2:25][C@H:24]5[C:29]5[CH:34]=[CH:33][CH:32]=[CH:31][CH:30]=5)=[O:22])[CH2:16][C:15]=4[CH:35]=3)[CH:9]=[CH:10][C:4]=2[N:3]=1 |f:1.2|. Procedure: Prepared by chiral preparative HPLC separation of racemic 7-(2-methyl-1H-benzimidazol-6-yl)-4-[(2-phenylpiperidin-1-yl)carbonyl]-2,3,4,5-tetrahydro-1,4-benzoxazepine (example 1) using a SHIMADZU LC-20AD apparatus equipped with a Chiralpak AD-H, 25 cm×4.6 mm column using a mobile phase of ethanol:methanol 1:1 and flow rate of 18.0 mL/min and detection at 220 nm. The isomer with retention time 11.20 min. was assigned as the (5)-enantiomer. Chiral analytical HPLC was carried out using a SHIMADZU LC... Starting materials: C1=C2C=C3N(C2=CC=C1)C(CCC3)=O (6,7,8,9-tetrahydropyrido[1,2-a]indol-6-one), solution, C(CCC)[Li] (n-butyllithium), C(C)(C)NC(C)C (diisopropylamine), ClC(=O)OCC (ethyl chloroformate). Solvent: O1CCCC1 (tetrahydrofuran), CCCCCC (n-hexane), O1CCCC1 (tetrahydrofuran). Reaction conditions: temperature -20 celsius, time 0.5 hour. The product is O=C1C(CCC=2N1C1=CC=CC=C1C2)C(=O)OCC (ethyl 6,7,8,9-tetrahydro-6-oxopyrido[1,2-a]indole-7-carboxylate). The yield is 52.5%. RXN SMILES: C([Li])CCC.C(NC(C)C)(C)C.[CH:13]1[CH:21]=[CH:20][CH:19]=[C:18]2[C:14]=1[CH:15]=[C:16]1[CH2:25][CH2:24][CH2:23][C:22](=[O:26])[N:17]12.Cl[C:28]([O:30][CH2:31][CH3:32])=[O:29]>CCCCCC.O1CCCC1>[O:26]=[C:22]1[N:17]2[C:18]3[C:14]([CH:15]=[C:16]2[CH2:25][CH2:24][CH:23]1[C:28]([O:30][CH2:31][CH3:32])=[O:29])=[CH:13][CH:21]=[CH:20][CH:19]=3. Procedure: 6.6 ml of a 1.6M solution of n-butyllithium in n-hexane were added to a stirred solution of 1.11 g of diisopropylamine in 150 ml of tetrahydrofuran at -78° C. under nitrogen. The mixture was allowed to warm to -20° C. for 5 minutes and was then again cooled to -78° C. Then, 1.85 g of 6,7,8,9-tetrahydropyrido[1,2-a]indol-6-one in 10 ml of tetrahydrofuran were added dropwise. After stirring at -78° C. for 0.5 hour, 1.19 g of ethyl chloroformate were added and the mixture was allowed to warm to roo... Starting materials: ClCCCCOCCN(C1=CC=CC=C1)C1=CC=CC=C1 (1-chloro-4-(2-(diphenylamino)ethoxy)butane), N1C[C@@H](CCC1)C(=O)OCC (ethyl (R)-3-piperidinecarboxylate), C([O-])([O-])=O.[K+].[K+] (potassium carbonate), C(CCC)OCCCC (dibutylether). Run at temperature 150 celsius. Yields the product Cl.C1(=CC=CC=C1)N(CCOCCCCN1C[C@@H](CCC1)C(=O)O)C1=CC=CC=C1 ((R)-N-(4-(2-(Diphenylamino)ethoxy)-1-butyl)-3-piperidinecarboxylic acid hydrochloride). Reaction SMILES: [Cl:1][CH2:2][CH2:3][CH2:4][CH2:5][O:6][CH2:7][CH2:8][N:9]([C:16]1[CH:21]=[CH:20][CH:19]=[CH:18][CH:17]=1)[C:10]1[CH:15]=[CH:14][CH:13]=[CH:12][CH:11]=1.[NH:22]1[CH2:27][CH2:26][CH2:25][C@@H:24]([C:28]([O:30]CC)=[O:29])[CH2:23]1.C(=O)([O-])[O-].[K+].[K+].C(OCCCC)CCC>>[ClH:1].[C:10]1([N:9]([C:16]2[CH:21]=[CH:20][CH:19]=[CH:18][CH:17]=2)[CH2:8][CH2:7][O:6][CH2:5][CH2:4][CH2:3][CH2:2][N:22]2[CH2:27][CH2:26][CH2:25][C@@H:24]([C:28]([OH:30])=[O:29])[CH2:23]2)[CH:15]=[CH:14][CH:13]=[CH:12][CH:11]=1 |f:2.3.4,6.7|. Reported procedure: A mixture of 1-chloro-4-(2-(diphenylamino)ethoxy)butane (2.0 g, 6.6 mmol), ethyl (R)-3-piperidinecarboxylate (1.1 g, 7.0 mmol), potassium carbonate (1.0 g, 7.2 mmol) and dry dibutylether was heated at 150° C. for 4 h. The mixture was cooled, filtered and the solvent evaporated in vacuo. The residue was submitted to flash chromatography on silica gel (150 g) using a mixture of n-heptane and THF (4:1) as eluent. This afforded 1.5 g (34% calculated from 2-(diphenylamino)ethanol) of Starting materials: C(C)OC(=O)C1=NC(=CC=C1N)Cl (3-amino-6-chloro-pyridine-2-carboxylic acid ethyl ester), BrC=1C=NC=NC1 (5-bromopyrimidine), C([O-])([O-])=O.[K+].[K+] (potassium carbonate), O (water), C1(=CC=CC=C1)P(C1=CC=CC=2C(C3=CC=CC(=C3OC12)P(C1=CC=CC=C1)C1=CC=CC=C1)(C)C)C1=CC=CC=C1 (4,5-bis(diphenylphosphino)-9,9-dimethylxanthene). The reagents and catalysts are C(C)(=O)[O-].[Pd+2].C(C)(=O)[O-] (Palladium(II) acetate). Run in CC=1C=CC=CC1C (o-xylene), ClCCl (dichloromethane). Reaction conditions: temperature 140 celsius, time 60 hour. Yields the product C(C)OC(=O)C1=NC(=CC=C1NC=1C=NC=NC1)Cl (6-Chloro-3-(pyrimidin-5-ylamino)-pyridine-2-carboxylic acid ethyl ester). Reaction SMILES: [CH2:1]([O:3][C:4]([C:6]1[C:11]([NH2:12])=[CH:10][CH:9]=[C:8]([Cl:13])[N:7]=1)=[O:5])[CH3:2].Br[C:15]1[CH:16]=[N:17][CH:18]=[N:19][CH:20]=1.C(=O)([O-])[O-].[K+].[K+].O.C1(P(C2C=CC=CC=2)C2C3OC4C(=CC=CC=4P(C4C=CC=CC=4)C4C=CC=CC=4)C(C)(C)C=3C=CC=2)C=CC=CC=1>CC1C=CC=CC=1C.ClCCl.C([O-])(=O)C.[Pd+2].C([O-])(=O)C>[CH2:1]([O:3][C:4]([C:6]1[C:11]([NH:12][C:15]2[CH:16]=[N:17][CH:18]=[N:19][CH:20]=2)=[CH:10][CH:9]=[C:8]([Cl:13])[N:7]=1)=[O:5])[CH3:2] |f:2.3.4,9.10.11|. Procedure details: A suspension of 3-amino-6-chloro-pyridine-2-carboxylic acid ethyl ester (200 mg, 1.0 mmol), 5-bromopyrimidine (444 mg, 2.8 mmol), potassium carbonate (496 mg, 3.6 mmol) and water (76 μl, 4.4 mmol) in o-xylene was evacuated and vented with argon. Palladium(II) acetate (27 mg, 0.12 mmol) and 4,5-bis(diphenylphosphino)-9,9-dimethylxanthene (xantphos; 87 mg, 0.15 mmol) were added under argon and the reaction mixture was stirred at 140° C. for 60 h. After cooling down to ambient temperature, the reac... Reactants: CC1=C2C(C(NC2=CC(=C1)C)=O)=O (4,6-dimethyl-1H-indole-2,3-dione), O (water). The reagents and catalysts are [O-2].[O-2].[O-2].[Cr+6] (chromium trioxide). The solvent is C(C)(=O)O (acetic acid). Conditions: temperature 80 celsius. The product is CC1=CC(=CC2=C1C(OC(N2)=O)=O)C (5,7-Dimethyl-2H-3,1-benzoxazine-2,4(1H)-dione). Yield: 31.0%. Reaction SMILES: [CH3:1][C:2]1[CH:10]=[C:9]([CH3:11])[CH:8]=[C:7]2[C:3]=1[C:4](=[O:13])[C:5](=[O:12])[NH:6]2.[OH2:14]>C(O)(=O)C.[O-2].[O-2].[O-2].[Cr+6]>[CH3:1][C:2]1[C:3]2[C:4](=[O:13])[O:12][C:5](=[O:14])[NH:6][C:7]=2[CH:8]=[C:9]([CH3:11])[CH:10]=1 |f:3.4.5.6|. Reported procedure: To a stirred warm (60° C.) solution of 4,6-dimethyl-1H-indole-2,3-dione (2.0 g, 11.4 mM) in acetic acid (20 mL) was added in small portions chromium trioxide (6.6 g, 66 mM) while maintaining the temperature of the reaction mixture at 65°-70° C. The reaction mixture was then heated at 80° C. for one hour, cooled, poured into water (150 mL) and filtered to obtain the the title compound (0.67 g, 31%) as a light yellow solid; MS(CI): 192 (M+H). The reactants are Cl.NCC1=CC(=C(C(=O)OC)C=C1)O (methyl 4-aminomethyl-2-hydroxybenzoate hydrochloride), C(C)(C)N(CC)C(C)C (diisopropylethylamine), BrCC1=CC(=C(C(=O)OC)C=C1)O (methyl 4-bromomethyl-2-hydroxybenzoate). The solvent is Cl (HCl), C(C)(=O)OCC (ethyl acetate), CN(C=O)C (N,N-dimethyl-formamide). Run at time 1 day. The product is Cl.OC1=C(C(=O)OC)C=CC(=C1)CNCC1=CC(=C(C=C1)C(=O)OC)O (Methyl 2-Hydroxy-4-[({[3-hydroxy-4-(methoxycarbonyl)-phenyl]methyl}amino)methyl]benzoate Hydrochloride). The yield is 74.1%. Reaction SMILES: [ClH:1].[NH2:2][CH2:3][C:4]1[CH:13]=[CH:12][C:7]([C:8]([O:10][CH3:11])=[O:9])=[C:6]([OH:14])[CH:5]=1.C(N(C(C)C)CC)(C)C.Br[CH2:25][C:26]1[CH:35]=[CH:34][C:29]([C:30]([O:32][CH3:33])=[O:31])=[C:28]([OH:36])[CH:27]=1>CN(C)C=O.Cl.C(OCC)(=O)C>[ClH:1].[OH:14][C:6]1[CH:5]=[C:4]([CH2:3][NH:2][CH2:25][C:26]2[CH:35]=[CH:34][C:29]([C:30]([O:32][CH3:33])=[O:31])=[C:28]([OH:36])[CH:27]=2)[CH:13]=[CH:12][C:7]=1[C:8]([O:10][CH3:11])=[O:9] |f:0.1,7.8|. Procedure: Dissolved methyl 4-aminomethyl-2-hydroxybenzoate hydrochloride (13.07 g, 60.1 mmole) and diisopropylethylamine (28.0 mL, 292 mmole) in 225 mL of N,N-dimethyl-formamide by heating slightly until a solution was obtained. Allowed the solution to cool to room temperature and added methyl 4-bromomethyl-2-hydroxybenzoate (9.81 g, 40.0 mmole). The reaction was stirred for 1 day at room temperature. The solution was diluted with 200 mL of 1N HCl and 250 mL of ethyl acetate and allowed to cool to room te...